The task is: describe an organic reaction: reactants, conditions, products, and yield. This data is from the Open Reaction Database (ORD), a public repository of structured organic reaction records. The reactants are COC=1C(=CC2=C(CCO2)C1)C=O (5-Methoxy-2,3-dihydrobenzofuran-6-al), C(CC(=O)OCC)(=O)OCC (diethyl malonate), C(C)(=O)O (acetic acid), N1CCCCC1 (piperidine). The solvent is O (water), C1=CC=CC=C1 (benzene). Product: COC1C(C=C2C(CCO2)=C1)=C(C(=O)OCC)C(=O)OCC (Diethyl 2-(5-methoxy-2,3-dihydrobenzofuran-6-yliden)-malonate). RXN SMILES: [CH3:1][O:2][C:3]1[C:4](C=O)=[CH:5][C:6]2[O:10][CH2:9][CH2:8][C:7]=2[CH:11]=1.[C:14]([O:22][CH2:23][CH3:24])(=[O:21])[CH2:15][C:16]([O:18][CH2:19][CH3:20])=[O:17].C(O)(=O)C.N1CCCCC1>C1C=CC=CC=1.O>[CH3:1][O:2][CH:3]1[CH:11]=[C:7]2[CH2:8][CH2:9][O:10][C:6]2=[CH:5][C:4]1=[C:15]([C:16]([O:18][CH2:19][CH3:20])=[O:17])[C:14]([O:22][CH2:23][CH3:24])=[O:21]. Procedure: To a solution of 5-Methoxy-2,3-dihydrobenzofuran-6-al (295 mg, 1.66 mmol) in benzene was added diethyl malonate (265 mg, 1.66 mmol), acetic acid (20 mL, 0.35 mmol) and piperidine (30 mL, 0.30 mmol). The mixture was heated at reflux for 3 h and then poured into 100 mL of water. This mixture was extracted with three 50 mL portion of ethyl acetate. The combined organic extracts were washed with brine and dried (Na2SO4). Removal of the solvent under reduced pressure gave quatitative yield of the tit...